This data is from the Open Reaction Database (ORD), a public repository of structured organic reaction records. The task is: describe an organic reaction: reactants, conditions, products, and yield Starting materials: CC(C)=O, O=C(NCCC1OCCO1)c1ccc[nH]1, O, O, Cc1ccc(S(=O)(=O)O)cc1. As a reaction SMILES: [CH3:29][C:30]([CH3:31])=[O:32].[O:1]1[CH:2]([CH2:6][CH2:7][NH:8][C:9](=[O:10])[c:11]2[nH:12][cH:13][cH:14][cH:15]2)[O:5][CH2:4][CH2:3]1.[OH2:16].[OH2:28].[c:17]1([CH3:18])[cH:19][cH:20][c:21]([S:22]([OH:23])(=[O:24])=[O:25])[cH:26][cH:27]1>>[O:1]=[CH:2][CH2:6][CH2:7][NH:8][C:9](=[O:10])[c:11]1[nH:12][cH:13][cH:14][cH:15]1. The product is O=CCCNC(=O)c1ccc[nH]1. Starting materials: CC#N, O=C(CCl)Nc1ccc(F)cc1F, Cc1c(C(=O)N2CCN(c3ccccc3F)CC2)sc2nc[nH]c(=O)c12, [K+], [K+], O=C([O-])[O-]. Yields the product Cc1c(C(=O)N2CCN(c3ccccc3F)CC2)sc2ncn(CC(=O)Nc3ccc(F)cc3F)c(=O)c12. As a reaction SMILES: [CH3:46][C:47]#[N:48].[Cl:33][CH2:34][C:35](=[O:36])[NH:37][c:38]1[c:39]([F:45])[cH:40][c:41]([F:44])[cH:42][cH:43]1.[F:1][c:2]1[c:3]([N:8]2[CH2:9][CH2:10][N:11]([C:14](=[O:15])[c:16]3[c:17]([CH3:26])[c:18]4[c:19]([n:20][cH:21][nH:22][c:23]4=[O:24])[s:25]3)[CH2:12][CH2:13]2)[cH:4][cH:5][cH:6][cH:7]1.[K+:27].[K+:28].[O-:29][C:30]([O-:31])=[O:32]>>[F:1][c:2]1[c:3]([N:8]2[CH2:9][CH2:10][N:11]([C:14](=[O:15])[c:16]3[c:17]([CH3:26])[c:18]4[c:19]([n:20][cH:21][n:22]([CH2:34][C:35](=[O:36])[NH:37][c:38]5[c:39]([F:45])[cH:40][c:41]([F:44])[cH:42][cH:43]5)[c:23]4=[O:24])[s:25]3)[CH2:12][CH2:13]2)[cH:4][cH:5][cH:6][cH:7]1. Reactants: C1CCOC1, OCc1nc(CCl)no1, COC(=O)CCC(C(N)=O)N1Cc2c(O)cccc2C1=O, CC(C)OC(=O)N=NC(=O)OC(C)C, c1ccc(P(c2ccccc2)c2ccccc2)cc1. Product: COC(=O)CCC(C(N)=O)N1Cc2c(OCc3nc(CCl)no3)cccc2C1=O. RXN SMILES: [CH2:64]1[O:65][CH2:66][CH2:67][CH2:68]1.[Cl:55][CH2:56][c:57]1[n:58][o:59][c:60]([CH2:62][OH:63])[n:61]1.[NH2:20][C:21]([CH:22]([CH2:23][CH2:24][C:25](=[O:26])[O:27][CH3:28])[N:29]1[C:30](=[O:39])[c:31]2[cH:32][cH:33][cH:34][c:35]([OH:38])[c:36]2[CH2:37]1)=[O:40].[O:41]=[C:42]([O:43][CH:44]([CH3:45])[CH3:46])[N:47]=[N:48][C:49]([O:50][CH:51]([CH3:52])[CH3:53])=[O:54].[c:1]1([P:2]([c:3]2[cH:4][cH:5][cH:6][cH:7][cH:8]2)[c:9]2[cH:10][cH:11][cH:12][cH:13][cH:14]2)[cH:15][cH:16][cH:17][cH:18][cH:19]1>>[NH2:20][C:21]([CH:22]([CH2:23][CH2:24][C:25](=[O:26])[O:27][CH3:28])[N:29]1[C:30](=[O:39])[c:31]2[cH:32][cH:33][cH:34][c:35]([O:38][CH2:62][c:60]3[o:59][n:58][c:57]([CH2:56][Cl:55])[n:61]3)[c:36]2[CH2:37]1)=[O:40]. Reactants: N1C=NC=C1 (imidazole), C(C(=O)O)(=O)O (oxalic acid), O[C@@H]1C(=C(C(C1)=O)CC#C)C ((S)-4-hydroxy-3-methyl-2-(2-propynyl)-cyclopent-2-ene-1-one), C(C)(C)(C)[Si](Cl)(C)C (Tert-butyldimethylchlorosilane). Run in CN(C=O)C (dimethylformamide), CN(C=O)C (dimethylformamide). Conditions: time 13 hour. Product: [Si](C)(C)(C(C)(C)C)O[C@@H]1C(=C(C(C1)=O)CC#C)C ((S)-4-tert-butyldimethylsilyloxy-3-methyl-2-(2-propynyl)cyclopent-2-ene-1-one). Yield: 86.3%. RXN SMILES: [OH:1][C@H:2]1[CH2:6][C:5](=[O:7])[C:4]([CH2:8][C:9]#[CH:10])=[C:3]1[CH3:11].N1C=CN=C1.[C:17]([Si:21]([CH3:24])([CH3:23])Cl)([CH3:20])([CH3:19])[CH3:18].C(O)(=O)C(O)=O>CN(C)C=O>[Si:21]([O:1][C@H:2]1[CH2:6][C:5](=[O:7])[C:4]([CH2:8][C:9]#[CH:10])=[C:3]1[CH3:11])([C:17]([CH3:20])([CH3:19])[CH3:18])([CH3:24])[CH3:23]. Procedure details: 1 (S)-4-hydroxy-3-methyl-2-(2-propynyl)-cyclopent-2-ene-1-one (50.0 g) was dissolved in dry dimethylformamide (600 ml), and imidazole (27.3 g) was added to the dimethylformamide solution. Tert-butyldimethylchlorosilane (55.3 g) was added to the solution under ice-water cooling and the resulting mixture was allowed to react for 2 hours, then for 13 hours at 20° C. The reaction solution was poured into an aqueous oxalic acid solution under ice-water cooling, and extracted three times with diethyl ... Starting materials: O=C([O-])O, COC(=O)C(=O)Cl, CCN(C(C)C)C(C)C, ClCCl, [Na+], Nc1cccc2ccccc12. Yields the product COC(=O)C(=O)Nc1cccc2ccccc12. RXN SMILES: [C:28](=[O:29])([OH:30])[O-:31].[CH3:21][O:22][C:23]([C:24](=[O:25])[Cl:26])=[O:27].[CH:12]([N:13]([CH2:14][CH3:15])[CH:16]([CH3:17])[CH3:18])([CH3:19])[CH3:20].[Cl:33][CH2:34][Cl:35].[Na+:32].[c:1]1([NH2:11])[cH:2][cH:3][cH:4][c:5]2[cH:6][cH:7][cH:8][cH:9][c:10]12>>[c:1]1([NH:11][C:24]([C:23]([O:22][CH3:21])=[O:27])=[O:25])[cH:2][cH:3][cH:4][c:5]2[cH:6][cH:7][cH:8][cH:9][c:10]12. Starting materials: C([O-])(O)=O.[Na+] (sodium bicarbonate), FC1=C(OC2CCNCC2)C(=C(C(=C1F)F)F)F (4-(2,3,4,5,6-pentafluorophenoxy)piperidine), CN(C)CCCCl (dimethylaminopropyl chloride). The solvent is CN(C=O)C (dimethylformamide), CN(C=O)C (dimethylformamide). Run at temperature 80 celsius, time 8 hour. The product is CN(C)CCCN1CCC(CC1)OC1=C(C(=C(C(=C1F)F)F)F)F (1-[3-(N,N-dimethylamino)propyl]-4-(2,3,4,5,6-pentaflurophenoxy)piperidine). The yield is 51.9%. RXN SMILES: C(=O)(O)[O-].[Na+].[F:6][C:7]1[C:19]([F:20])=[C:18]([F:21])[C:17]([F:22])=[C:16]([F:23])[C:8]=1[O:9][CH:10]1[CH2:15][CH2:14][NH:13][CH2:12][CH2:11]1.[CH3:24][N:25]([CH2:27][CH2:28][CH2:29]Cl)[CH3:26]>CN(C)C=O>[CH3:24][N:25]([CH2:27][CH2:28][CH2:29][N:13]1[CH2:14][CH2:15][CH:10]([O:9][C:8]2[C:16]([F:23])=[C:17]([F:22])[C:18]([F:21])=[C:19]([F:20])[C:7]=2[F:6])[CH2:11][CH2:12]1)[CH3:26] |f:0.1|. Procedure: A mixture of 10 g of sodium bicarbonate, 4.0 g of 4-(2,3,4,5,6-pentafluorophenoxy)piperidine, and 50 ml of dimethylformamide was treated, dropwise, with a solution of 2.00 g of dimethylaminopropyl chloride in 20 ml of dimethylformamide. After stirring at 80° C. for eight hours, the reaction mixture was filtered and the filtrate poured into water and extracted with ethyl acetate. The organic layer was washed with water followed by a saturated solution of sodium chloride and dried over anhydrous m...